Dataset: the Open Reaction Database (ORD), a public repository of structured organic reaction records. Task: describe an organic reaction: reactants, conditions, products, and yield Starting materials: C(C1=CC=CC=C1)(=O)NC1=NC(N([C@H]2[C@@H]([C@@H]([C@@H](COC(C3=CC=CC=C3)=O)O2)N)F)C=C1)=O (N4,5'-O-dibenzoyl-2'-fluoro-3'-amino-2',3'-dideoxycytidine), COC1=CC=C(C(C2=CC=CC=C2)(C2=CC=CC=C2)Cl)C=C1 (4-methoxytrityl chloride). Solvent: N1=CC=CC=C1 (pyridine). Reaction conditions: time 8 hour. Yields the product C(C1=CC=CC=C1)(=O)NC1=NC(N([C@H]2[C@@H]([C@@H]([C@@H](COC(C3=CC=CC=C3)=O)O2)NC(C2=CC=C(C=C2)OC)(C2=CC=CC=C2)C2=CC=CC=C2)F)C=C1)=O (N4,5'-O-dibenzoyl-2'-fluoro-3'-(4-methoxytrityl)amino-2',3'-dideoxycytidine), product. The yield is 88.0%. RXN SMILES: [C:1]([NH:9][C:10]1[CH:32]=[CH:31][N:13]([C@@H:14]2[O:28][C@H:17]([CH2:18][O:19][C:20](=[O:27])[C:21]3[CH:26]=[CH:25][CH:24]=[CH:23][CH:22]=3)[C@@H:16]([NH2:29])[C@H:15]2[F:30])[C:12](=[O:33])[N:11]=1)(=[O:8])[C:2]1[CH:7]=[CH:6][CH:5]=[CH:4][CH:3]=1.[CH3:34][O:35][C:36]1[CH:55]=[CH:54][C:39]([C:40](Cl)([C:47]2[CH:52]=[CH:51][CH:50]=[CH:49][CH:48]=2)[C:41]2[CH:46]=[CH:45][CH:44]=[CH:43][CH:42]=2)=[CH:38][CH:37]=1>N1C=CC=CC=1>[C:1]([NH:9][C:10]1[CH:32]=[CH:31][N:13]([C@@H:14]2[O:28][C@H:17]([CH2:18][O:19][C:20](=[O:27])[C:21]3[CH:26]=[CH:25][CH:24]=[CH:23][CH:22]=3)[C@@H:16]([NH:29][C:40]([C:47]3[CH:52]=[CH:51][CH:50]=[CH:49][CH:48]=3)([C:41]3[CH:46]=[CH:45][CH:44]=[CH:43][CH:42]=3)[C:39]3[CH:38]=[CH:37][C:36]([O:35][CH3:34])=[CH:55][CH:54]=3)[C@H:15]2[F:30])[C:12](=[O:33])[N:11]=1)(=[O:8])[C:2]1[CH:7]=[CH:6][CH:5]=[CH:4][CH:3]=1. Procedure: N4,5'-O-dibenzoyl-2'-fluoro-3'-(4-methoxytrityl)amino-2',3'-dideoxycytidine 14 was prepared as follows: To 0.9 g (2.0 mmol) of 13 in 25 mL anhydrous pyridine was added 0.86 g (2.8 mmol) 4-methoxytrityl chloride, and the mixture stirred overnight. The reaction was quenched with 0.5 mL H2O and concentrated in vacuo. CH2Cl2 (50 mL) was added and washed with 50 mL saturated aqueous NaHCO3 and with water (2×50 mL). The solvent was removed in vacuo, replaced with 10 mL CH2Cl2, and pipetted into 80 mL ... Starting materials: CC(C)(C)OC(=O)N1CCC(N=[N+]=[N-])C(O)C1, CCO, [Pd]. The product is CC(C)(C)OC(=O)N1CCC(N)C(O)C1. RXN SMILES: [C:1]([CH3:2])([CH3:3])([CH3:4])[O:5][C:6](=[O:7])[N:8]1[CH2:9][CH:10]([OH:17])[CH:11]([N:14]=[N+:15]=[N-:16])[CH2:12][CH2:13]1.[CH3:18][CH2:19][OH:20].[Pd:21]>>[C:1]([CH3:2])([CH3:3])([CH3:4])[O:5][C:6](=[O:7])[N:8]1[CH2:9][CH:10]([OH:17])[CH:11]([NH2:14])[CH2:12][CH2:13]1. As a reaction SMILES: [CH2:55]1[O:56][CH2:57][CH2:58][CH2:59]1.[CH3:1][n:2]1[n:3][c:4]([NH:15][CH2:16][C:17](=[O:18])[NH:19][CH:20]2[CH2:21][N:22]([CH:24]3[CH2:25][CH2:26][CH:27]([C:30](=[O:31])[OH:32])[CH2:28][CH2:29]3)[CH2:23]2)[c:5]2[cH:6][c:7]([C:11]([F:12])([F:13])[F:14])[cH:8][cH:9][c:10]12.[CH3:33][CH2:34][N:35]=[C:36]=[N:37][CH2:38][CH2:39][CH2:40][N:41]([CH3:42])[CH3:43].[Cl:60][CH2:61][Cl:62].[NH3:54].[OH:44][n:45]1[c:46]2[c:47]([cH:48][cH:49][cH:50][cH:51]2)[n:52][n:53]1>>[CH3:1][n:2]1[n:3][c:4]([NH:15][CH2:16][C:17](=[O:18])[NH:19][CH:20]2[CH2:21][N:22]([CH:24]3[CH2:25][CH2:26][CH:27]([C:30](=[O:31])[NH2:35])[CH2:28][CH2:29]3)[CH2:23]2)[c:5]2[cH:6][c:7]([C:11]([F:12])([F:13])[F:14])[cH:8][cH:9][c:10]12. Reactants: C1CCOC1, Cn1nc(NCC(=O)NC2CN(C3CCC(C(=O)O)CC3)C2)c2cc(C(F)(F)F)ccc21, CCN=C=NCCCN(C)C, ClCCl, N, On1nnc2ccccc21. The product is Cn1nc(NCC(=O)NC2CN(C3CCC(C(N)=O)CC3)C2)c2cc(C(F)(F)F)ccc21. Starting materials: C1(CC1)C=1C(=CC(=NC1)C(=O)O)OCC(F)(F)F (5-Cyclopropyl-4-(2,2,2-trifluoro-ethoxy)-pyridine-2-carboxylic acid), C1(CC1)C(C)(C1=NOC(=N1)C)N (1-Cyclopropyl-1-(5-methyl-[1,2,4]oxadiazol-3-yl)-ethylamine). Yields the product C1(CC1)C(C)(C1=NOC(=N1)C)NC(=O)C1=NC=C(C(=C1)OCC(F)(F)F)C1CC1 (5-Cyclopropyl-4-(2,2,2-trifluoro-ethoxy)-pyridine-2-carboxylic acid [1-cyclopropyl-1-(5-methyl-[1,2,4]oxadiazol-3-yl)-ethyl]-amide). Reaction SMILES: [CH:1]1([C:4]2[C:5]([O:13][CH2:14][C:15]([F:18])([F:17])[F:16])=[CH:6][C:7]([C:10]([OH:12])=O)=[N:8][CH:9]=2)[CH2:3][CH2:2]1.[CH:19]1([C:22]([NH2:30])([C:24]2[N:28]=[C:27]([CH3:29])[O:26][N:25]=2)[CH3:23])[CH2:21][CH2:20]1>>[CH:19]1([C:22]([NH:30][C:10]([C:7]2[CH:6]=[C:5]([O:13][CH2:14][C:15]([F:18])([F:17])[F:16])[C:4]([CH:1]3[CH2:2][CH2:3]3)=[CH:9][N:8]=2)=[O:12])([C:24]2[N:28]=[C:27]([CH3:29])[O:26][N:25]=2)[CH3:23])[CH2:21][CH2:20]1. Procedure: The title compound was synthesized in analogy to Example 24d, using 5-Cyclopropyl-4-(2,2,2-trifluoro-ethoxy)-pyridine-2-carboxylic acid (Example 48c) and 1-Cyclopropyl-1-(5-methyl-[1,2,4]oxadiazol-3-yl)-ethylamine (CAN 1155536-64-3) as starting materials and isolated (190 mg, 27%) as alight yellow oil; MS (ESI, m/z): 411.0 (M+H+). Starting materials: C1(CCCCC1)C1=CC=C(C(=O)N2CC=3N(CC4=C2C=CC=C4)C(=CC3)C(C)=O)C=C1 (1-[10-(4-Cyclohexyl-benzoyl)-10,11-dihydro-5H-pyrrolo[2,1-c][1,4]benzodiazepin-3-yl]-ethanone), C(C)(C)(C)OC(N(C)C)N(C)C (tert-butoxybis(dimethylamino) methane). Solvent: ClCCl (dichloromethane). Conditions: time 8 hour. The product is C1(CCCCC1)C1=CC=C(C(=O)N2CC=3N(CC4=C2C=CC=C4)C(=CC3)C(\C=C\N(C)C)=O)C=C1 ((E)-1-[10-(4-Cyclohexyl-benzoyl)-10,11-dihydro-5H-pyrrolo[2,1-c][1,4]benzodiazepin-3-yl]-3-(dimethylamino)-2-propen-1-one). As a reaction SMILES: [CH:1]1([C:7]2[CH:31]=[CH:30][C:10]([C:11]([N:13]3[C:19]4[CH:20]=[CH:21][CH:22]=[CH:23][C:18]=4[CH2:17][N:16]4[C:24]([C:27](=[O:29])[CH3:28])=[CH:25][CH:26]=[C:15]4[CH2:14]3)=[O:12])=[CH:9][CH:8]=2)[CH2:6][CH2:5][CH2:4][CH2:3][CH2:2]1.C(O[CH:37](N(C)C)[N:38]([CH3:40])[CH3:39])(C)(C)C>ClCCl>[CH:1]1([C:7]2[CH:31]=[CH:30][C:10]([C:11]([N:13]3[C:19]4[CH:20]=[CH:21][CH:22]=[CH:23][C:18]=4[CH2:17][N:16]4[C:24]([C:27](=[O:29])/[CH:28]=[CH:37]/[N:38]([CH3:40])[CH3:39])=[CH:25][CH:26]=[C:15]4[CH2:14]3)=[O:12])=[CH:9][CH:8]=2)[CH2:2][CH2:3][CH2:4][CH2:5][CH2:6]1. Procedure: A mixture of 1-[10-(4-cyclohexylbenzoyl)-10,11-dihydro-5H-pyrrolo[2,1-c][1,4]benzodiazepin-3-yl]-ethanone of Example 6 Step B (1.0 g), tert-butoxybis(dimethylamino) methane (5 mL) and dichloromethane (25 mL) was refluxed for six hours and then allowed to stir at room temperature overnight. All volatiles were then removed at reduced pressure and the residue was dissolved in dichloromethane. The solution was washed with water, dried over anhydrous sodium sulfate and filtered through a short column... Isolated yield 31.1%. Procedure: The procedure is analogous to that described in Example 11, but starting with sodium (2.3 g), 3-methylacetophenone (13.4 g) and ethyl formate (11 g). The solid obtained (18.4 g) is then added to 2,6-diaminopyridine (12.1 g). The product obtained after hydrolysis and neutralization with sodium hydroxide (14 g); m.p. approximately 140° C.) is dissolved in concentrated hydrochloric acid (d=1.19; 100 cc). The precipitate obtained after hydrolysis with distilled water (500 cc) followed by neutralizat... RXN SMILES: [Na].[CH3:2][C:3]1[CH:8]=[C:7]([C:9]([CH3:11])=O)[CH:6]=[CH:5][CH:4]=1.[CH:12](OCC)=O.[NH2:17][C:18]1[CH:23]=[CH:22][CH:21]=[C:20]([NH2:24])[N:19]=1.[OH-].[Na+]>Cl.O>[NH2:17][C:18]1[CH:23]=[CH:22][C:21]2[C:20](=[N:24][C:9]([C:7]3[CH:6]=[CH:5][CH:4]=[C:3]([CH3:2])[CH:8]=3)=[CH:11][CH:12]=2)[N:19]=1 |f:4.5,^1:0|. The solvent is O (water), Cl (hydrochloric acid). Yields the product NC1=NC2=NC(=CC=C2C=C1)C1=CC(=CC=C1)C (2-Amino-7-(3-methylphenyl)-1,8-naphthyridine). Reactants: [Na] (sodium), [OH-].[Na+] (sodium hydroxide), NC1=NC(=CC=C1)N (2,6-diaminopyridine), CC1=CC=CC(=C1)C(=O)C (3-methylacetophenone), C(=O)OCC (ethyl formate), [OH-].[Na+] (sodium hydroxide). Reactants: S(C)(=O)(=O)[O-] (mesylate), C(C)(C)(C)OC(=O)N1[C@@H](C[C@@H](C1)OS(=O)(=O)C)C(NC1(CC1)C#N)=O ((2S,4S)-2-(1-cyano-cyclopropylcarbamoyl)-4-methanesulfonyloxy-pyrrolidine-1-carboxylic acid t-butyl ester), FC1=C(C=CC(=C1)F)S (2,4-difluorothiophenol). Product: C(C)(C)(C)OC(=O)N1[C@@H](C[C@H](C1)SC1=C(C=C(C=C1)F)F)C(NC1(CC1)C#N)=O ((2S,4R)-2-(1-cyano-cyclopropylcarbamoyl)-4-(2,4-difluoro-phenylsulfanyl)-pyrrolidine-1-carboxylic acid t-butyl ester). RXN SMILES: S([O-])(=O)(=O)C.[C:6]([O:10][C:11]([N:13]1[CH2:17][C@@H:16](OS(C)(=O)=O)[CH2:15][C@H:14]1[C:23](=[O:30])[NH:24][C:25]1([C:28]#[N:29])[CH2:27][CH2:26]1)=[O:12])([CH3:9])([CH3:8])[CH3:7].[F:31][C:32]1[CH:37]=[C:36]([F:38])[CH:35]=[CH:34][C:33]=1[SH:39]>>[C:6]([O:10][C:11]([N:13]1[CH2:17][C@H:16]([S:39][C:33]2[CH:34]=[CH:35][C:36]([F:38])=[CH:37][C:32]=2[F:31])[CH2:15][C@H:14]1[C:23](=[O:30])[NH:24][C:25]1([C:28]#[N:29])[CH2:27][CH2:26]1)=[O:12])([CH3:8])([CH3:9])[CH3:7]. Procedure details: The reaction of the mesylate from experiment A2 with 2,4-difluorothiophenol yielded (2S,4R)-2-(1-cyano-cyclopropylcarbamoyl)-4-(2,4-difluoro-phenylsulfanyl)-pyrrolidine-1-carboxylic acid t-butyl ester as a colorless foam. MS: 422.2 [M−H]−.